Task: describe an organic reaction: reactants, conditions, products, and yield. Dataset: the Open Reaction Database (ORD), a public repository of structured organic reaction records Reaction SMILES: Cl[C:2]1[CH:7]=[C:6]([Cl:8])[N:5]=[C:4]([C:9]2[CH:14]=[CH:13][CH:12]=[CH:11][CH:10]=2)[N:3]=1.[OH2:15]>CC(C)CCO>[Cl:8][C:6]1[N:5]=[C:4]([C:9]2[CH:14]=[CH:13][CH:12]=[CH:11][CH:10]=2)[N:3]=[C:2]([O:15][CH2:11][CH2:10][CH:9]([CH3:14])[CH3:4])[CH:7]=1. Product: ClC1=CC(=NC(=N1)C1=CC=CC=C1)OCCC(C)C (6-chloro-4-(3-methylbut-1-oxy)-2-phenylpyrimidine). Run at temperature 25 celsius. Starting materials: ClC1=NC(=NC(=C1)Cl)C1=CC=CC=C1 (4,6-dichloro-2-phenylpyrimidine), sodium t-amylate, O (water). Run in CC(CCO)C (3-methylbutanol), CC(CCO)C (3-methylbutanol). Procedure details: The reaction is carried out under an argon protective-gas atmosphere. A solution of 6.7 g (60.5 mmol) of sodium t-amylate in 50 ml of 3-methylbutanol is added dropwise to a solution, cooled to 0° C., of 12.4 g of 4,6-dichloro-2-phenylpyrimidine in 50 ml of 3-methylbutanol. The reaction mixture is allowed to warm to 25° C. overnight. Thin-layer chromatography shows the absence of starting material. The reaction mixture is poured into 180 ml of water and extracted three times with 80 ml of ethyl a... Reactants: C(C(=O)O)(=O)O (oxalic acid), O1[C@@H](C1)COC1=C2C=CNC2=CC=C1 ((S)-(+)-4-(oxiranylmethoxy)-1H-indole), COC=1C=C(C=CC1OC)C1CCNCC1 (4-(3,4-dimethoxyphenyl)piperidine), CO (methanol). Run in C(C)(=O)OCC (ethyl acetate), C(C)(=O)OCC (ethyl acetate). The product is C(C(=O)O)(=O)O.N1C=CC2=C(C=CC=C12)OC[C@H](CN1CCC(CC1)C1=CC(=C(C=C1)OC)OC)O ((2S)-(-)-1-(4-indolyloxy)-3-(4-(3,4-dimethoxyphenyl)piperidin-1-yl)-2-propanol ethanedioate). As a reaction SMILES: [O:1]1[CH2:3][C@H:2]1[CH2:4][O:5][C:6]1[CH:14]=[CH:13][CH:12]=[C:11]2[C:7]=1[CH:8]=[CH:9][NH:10]2.[CH3:15][O:16][C:17]1[CH:18]=[C:19]([CH:25]2[CH2:30][CH2:29][NH:28][CH2:27][CH2:26]2)[CH:20]=[CH:21][C:22]=1[O:23][CH3:24].[C:31]([OH:36])(=[O:35])[C:32]([OH:34])=[O:33].CO>C(OCC)(=O)C>[C:31]([OH:36])(=[O:35])[C:32]([OH:34])=[O:33].[NH:10]1[C:11]2[C:7](=[C:6]([O:5][CH2:4][C@@H:2]([OH:1])[CH2:3][N:28]3[CH2:27][CH2:26][CH:25]([C:19]4[CH:20]=[CH:21][C:22]([O:23][CH3:24])=[C:17]([O:16][CH3:15])[CH:18]=4)[CH2:30][CH2:29]3)[CH:14]=[CH:13][CH:12]=2)[CH:8]=[CH:9]1 |f:5.6|. Reported procedure: The title compound was prepared in similar fashion from (S)-(+)-4-(oxiranylmethoxy)-1H-indole and 4-(3,4-dimethoxyphenyl)piperidine. The resulting free base was dissolved in ethyl acetate, and precipitated with one equivalent of oxalic acid in ethyl acetate in 82% overall yield. FDMS m/e=410 (M+ of free base). α[D]589 =-11.84 (c=0.46, methanol). The reactants are O1[C@H](COC12CCCCC2)C2=NSC(=N2)NC2=C(C=C(C=N2)SCCC(=O)OC)OC=2C(=NN(C2C)C)C ((S)-methyl 3-(6-(3-(1,4-dioxaspiro[4.5]decane-2-yl)-1,2,4-thiadiazol-5-ylamino)-5-(1,3,5-trimethyl-1H-pyrazol-4-yloxy)pyridin-3-ylthio)propanoate), CC(C)(C)[O-].[K+] (potassium 2-methylpropan-2-olate), BrCCOC (1-Bromo-2-methoxyethane), CN(C)C=O (DMF). Solvent: C1CCOC1 (THF), C1CCOC1 (THF). Reaction conditions: time 5 minute. Product: COCCSC=1C=C(C(=NC1)NC1=NC(=NS1)[C@@H]1OC2(OC1)CCCCC2)OC=2C(=NN(C2C)C)C ((S)-N-(5-(2-methoxyethylthio)-3-(1,3,5-trimethyl-1H-pyrazol-4-yloxy)pyridin-2-yl)-3-(1,4-dioxaspiro[4.5]decane-2-yl)-1,2,4-thiadiazol-5-amine). The yield is 50.1%. As a reaction SMILES: [O:1]1[C:5]2([CH2:10][CH2:9][CH2:8][CH2:7][CH2:6]2)[O:4][CH2:3][C@@H:2]1[C:11]1[N:15]=[C:14]([NH:16][C:17]2[N:22]=[CH:21][C:20]([S:23]CCC(OC)=O)=[CH:19][C:18]=2[O:30][C:31]2[C:32]([CH3:38])=[N:33][N:34]([CH3:37])[C:35]=2[CH3:36])[S:13][N:12]=1.CC([O-])(C)C.[K+].Br[CH2:46][CH2:47][O:48][CH3:49].CN(C=O)C>C1COCC1>[CH3:49][O:48][CH2:47][CH2:46][S:23][C:20]1[CH:19]=[C:18]([O:30][C:31]2[C:32]([CH3:38])=[N:33][N:34]([CH3:37])[C:35]=2[CH3:36])[C:17]([NH:16][C:14]2[S:13][N:12]=[C:11]([C@H:2]3[CH2:3][O:4][C:5]4([CH2:6][CH2:7][CH2:8][CH2:9][CH2:10]4)[O:1]3)[N:15]=2)=[N:22][CH:21]=1 |f:1.2|. Procedure: To a solution of (S)-methyl 3-(6-(3-(1,4-dioxaspiro[4.5]decane-2-yl)-1,2,4-thiadiazol-5-ylamino)-5-(1,3,5-trimethyl-1H-pyrazol-4-yloxy)pyridin-3-ylthio)propanoate (0.420 g, 0.749 mmol) in THF (10 mL) was added potassium 2-methylpropan-2-olate (2.36 ml, 2.36 mmol) and the reaction was stirred at ambient temperature for 5 minutes. 1-Bromo-2-methoxyethane (0.132 g, 0.899 mmol) (as a solution in 2 mL THF) and DMF (1 mL) were added and the reaction was stirred for 20 minutes at ambient temperature. T... Yields the product CN(Cc1ccccc1)C1CCC(NC(=O)OC(C)(C)C)CC1. Reactants: CC(=O)O[BH-](OC(C)=O)OC(C)=O, CC(C)(C)OC(=O)NC1CCC(=O)CC1, ClCCl, CNCc1ccccc1, [Na+], [Na+], O=C([O-])O. Reaction SMILES: [C:28]([O:29][BH-:30]([O:31][C:32](=[O:33])[CH3:34])[O:35][C:36](=[O:37])[CH3:38])(=[O:39])[CH3:40].[C:4]([CH3:5])([CH3:6])([CH3:7])[O:8][C:9](=[O:10])[NH:11][CH:12]1[CH2:13][CH2:14][C:15](=[O:18])[CH2:16][CH2:17]1.[CH2:1]([Cl:2])[Cl:3].[CH3:19][NH:20][CH2:21][c:22]1[cH:23][cH:24][cH:25][cH:26][cH:27]1.[Na+:41].[Na+:42].[OH:43][C:44](=[O:45])[O-:46]>>[C:4]([CH3:5])([CH3:6])([CH3:7])[O:8][C:9](=[O:10])[NH:11][CH:12]1[CH2:13][CH2:14][CH:15]([N:20]([CH3:19])[CH2:21][c:22]2[cH:23][cH:24][cH:25][cH:26][cH:27]2)[CH2:16][CH2:17]1. The reactants are OC1=CC=C2C(C(=CNC2=N1)C(=O)O)=O (1,4-Dihydro-7-hydroxy-4-oxo-1,8-naphthyridine-3-carboxylic acid), P(=O)(Cl)(Cl)Cl (phosphoryl chloride). Run in O (water). Yields the product ClC1=CC=C2C(C(=CNC2=N1)C(=O)O)=O (7-Chloro-1,4-dihydro-4-oxo-1,8-naphthyridine-3-carboxylic acid). As a reaction SMILES: O[C:2]1[N:11]=[C:10]2[C:5]([C:6](=[O:15])[C:7]([C:12]([OH:14])=[O:13])=[CH:8][NH:9]2)=[CH:4][CH:3]=1.P(Cl)(Cl)([Cl:18])=O>O>[Cl:18][C:2]1[N:11]=[C:10]2[C:5]([C:6](=[O:15])[C:7]([C:12]([OH:14])=[O:13])=[CH:8][NH:9]2)=[CH:4][CH:3]=1. Reported procedure: 1,4-Dihydro-7-hydroxy-4-oxo-1,8-naphthyridine-3-carboxylic acid (10 g) and phosphoryl chloride (20 ml) were stirred and heated at 100° for 2.5 hours. The mixture was cooled and poured into iced water (800 ml). The solid was filtered off and crystallised from dimethylformamide, m.p. 271°-273° (87 %). The product is CC(C)(C)[Si](C)(C)OCCCCCCn1c2ccccc2c2cc(C=O)ccc21. RXN SMILES: [C:24]([CH3:25])([CH3:26])([CH3:27])[Si:28]([CH3:29])([CH3:30])[Cl:31].[Cl:37][CH2:38][Cl:39].[Cl:40][CH2:41][CH2:42][Cl:43].[ClH:1].[OH:2][CH2:3][CH2:4][CH2:5][CH2:6][CH2:7][CH2:8][n:9]1[c:10]2[cH:11][cH:12][cH:13][cH:14][c:15]2[c:16]2[cH:17][c:18]([CH:22]=[O:23])[cH:19][cH:20][c:21]12.[nH:32]1[cH:33][cH:34][n:35][cH:36]1>>[O:2]([CH2:3][CH2:4][CH2:5][CH2:6][CH2:7][CH2:8][n:9]1[c:10]2[cH:11][cH:12][cH:13][cH:14][c:15]2[c:16]2[cH:17][c:18]([CH:22]=[O:23])[cH:19][cH:20][c:21]12)[Si:28]([C:24]([CH3:25])([CH3:26])[CH3:27])([CH3:29])[CH3:30]. Starting materials: CC(C)(C)[Si](C)(C)Cl, ClCCl, ClCCCl, Cl, O=Cc1ccc2c(c1)c1ccccc1n2CCCCCCO, c1c[nH]cn1. The reactants are CC(C)(C)OC(=O)Nc1ccc2ccc(S(=O)(=O)N(Cc3ccccc3)Cc3ccccc3)cc2c1, CC#N, [K+], [K+], O=C([O-])[O-], O=C1CCC(=O)N1Br. The product is CC(C)(C)OC(=O)Nc1ccc2ccc(S(=O)(=O)N(Cc3ccccc3)Cc3ccccc3)cc2c1Br. RXN SMILES: [CH2:1]([c:2]1[cH:3][cH:4][cH:5][cH:6][cH:7]1)[N:8]([S:9](=[O:10])(=[O:11])[c:12]1[cH:13][cH:14][c:15]2[cH:16][cH:17][c:18]([NH:22][C:23]([O:24][C:25]([CH3:26])([CH3:27])[CH3:28])=[O:29])[cH:19][c:20]2[cH:21]1)[CH2:30][c:31]1[cH:32][cH:33][cH:34][cH:35][cH:36]1.[CH3:51][C:52]#[N:53].[K+:45].[K+:46].[O-:47][C:48]([O-:49])=[O:50].[O:37]=[C:38]1[N:39]([Br:44])[C:40](=[O:41])[CH2:42][CH2:43]1>>[CH2:1]([c:2]1[cH:3][cH:4][cH:5][cH:6][cH:7]1)[N:8]([S:9](=[O:10])(=[O:11])[c:12]1[cH:13][cH:14][c:15]2[cH:16][cH:17][c:18]([NH:22][C:23]([O:24][C:25]([CH3:26])([CH3:27])[CH3:28])=[O:29])[c:19]([Br:44])[c:20]2[cH:21]1)[CH2:30][c:31]1[cH:32][cH:33][cH:34][cH:35][cH:36]1. Starting materials: [Br-], CN1CCCC1Cc1c[nH]c2ccc(Br)cc12, CCB(CC)c1ccncc1, CCCC[NH3+], CC[O-], [Na+]. Yields the product CN1CCCC1Cc1c[nH]c2ccc(-c3ccncc3)cc12. As a reaction SMILES: [Br-:33].[Br:1][c:2]1[cH:3][c:4]2[c:5]([CH2:11][CH:12]3[N:13]([CH3:17])[CH2:14][CH2:15][CH2:16]3)[cH:6][nH:7][c:8]2[cH:9][cH:10]1.[CH2:18]([B:19]([CH2:20][CH3:27])[c:21]1[cH:22][cH:23][n:24][cH:25][cH:26]1)[CH3:28].[CH2:34]([NH3+:35])[CH2:36][CH2:37][CH3:38].[CH3:30][CH2:31][O-:32].[Na+:29]>>[c:2]1(-[c:21]2[cH:22][cH:23][n:24][cH:25][cH:26]2)[cH:3][c:4]2[c:5]([CH2:11][CH:12]3[N:13]([CH3:17])[CH2:14][CH2:15][CH2:16]3)[cH:6][nH:7][c:8]2[cH:9][cH:10]1. Starting materials: C1CCOC1, Cl, Cn1cnc(-c2cccc(N=C(c3ccccc3)c3ccccc3)c2)c1-c1cc2c(N)ncnc2s1. As a reaction SMILES: [CH2:38]1[O:39][CH2:40][CH2:41][CH2:42]1.[ClH:1].[c:2]1([C:3]([c:4]2[cH:5][cH:6][cH:7][cH:8][cH:9]2)=[N:15][c:16]2[cH:17][c:18](-[c:22]3[n:23][cH:24][n:25]([CH3:37])[c:26]3-[c:27]3[cH:28][c:29]4[c:30]([n:31][cH:32][n:33][c:34]4[NH2:35])[s:36]3)[cH:19][cH:20][cH:21]2)[cH:10][cH:11][cH:12][cH:13][cH:14]1>>[NH2:15][c:16]1[cH:17][c:18](-[c:22]2[n:23][cH:24][n:25]([CH3:37])[c:26]2-[c:27]2[cH:28][c:29]3[c:30]([n:31][cH:32][n:33][c:34]3[NH2:35])[s:36]2)[cH:19][cH:20][cH:21]1. Product: Cn1cnc(-c2cccc(N)c2)c1-c1cc2c(N)ncnc2s1.